The task is: describe an organic reaction: reactants, conditions, products, and yield. This data is from the Open Reaction Database (ORD), a public repository of structured organic reaction records. The reactants are ClC=1C=C(C=C(C1)C)C=1C=NC(=C(C(=O)O)C1)C=1C=NN(C1)C (5-(3-Chloro-5-methylphenyl)-2-(1-methyl-1H-pyrazol-4-yl)nicotinic acid), COC=1C=C(CN)C=CC1OC (3,4-dimethoxybenzylamine), C(CCl)Cl (EDC), C=1C=CC2=C(C1)N=NN2O (HOBt), CN1CCOCC1 (N-methylmorpholine). Solvent: CN(C=O)C (dimethylformamide). Conditions: temperature 25 celsius, time 8 hour. Yields the product ClC=1C=C(C=C(C1)C)C=1C=NC(=C(C(=O)NCC2=CC(=C(C=C2)OC)OC)C1)C=1C=NN(C1)C (5-(3-Chloro-5-methylphenyl)-N-(3,4-dimethoxybenzyl)-2-(1-methyl-1H-pyrazol-4-yl) nicotinamide). Reaction SMILES: [Cl:1][C:2]1[CH:3]=[C:4]([C:9]2[CH:10]=[N:11][C:12]([C:18]3[CH:19]=[N:20][N:21]([CH3:23])[CH:22]=3)=[C:13]([CH:17]=2)[C:14](O)=[O:15])[CH:5]=[C:6]([CH3:8])[CH:7]=1.[CH3:24][O:25][C:26]1[CH:27]=[C:28]([CH:31]=[CH:32][C:33]=1[O:34][CH3:35])[CH2:29][NH2:30].C(Cl)CCl.C1C=CC2N(O)N=NC=2C=1.CN1CCOCC1>CN(C)C=O>[Cl:1][C:2]1[CH:3]=[C:4]([C:9]2[CH:10]=[N:11][C:12]([C:18]3[CH:19]=[N:20][N:21]([CH3:23])[CH:22]=3)=[C:13]([CH:17]=2)[C:14]([NH:30][CH2:29][C:28]2[CH:31]=[CH:32][C:33]([O:34][CH3:35])=[C:26]([O:25][CH3:24])[CH:27]=2)=[O:15])[CH:5]=[C:6]([CH3:8])[CH:7]=1. Procedure: To a solution of 5-(3-chloro-5-methylphenyl)-2-(1-methyl-1H-pyrazol-4-yl)nicotinic acid (2-2, 0.050 g, 0.153 mmol) and 3,4-dimethoxybenzylamine (0.099 g, 0.595 mmol) in dimethylformamide (1 mL) was added EDC (0.132 g, 0.686 mmol), HOBt (0.105 g, 0.686 mmol) followed by N-methylmorpholine (0.250 mL, 2.28 mmol) and the system was stirred at 25° C. overnight. The reaction mixture was partitioned between ethyl acetate and water, washed with saturated sodium carbonate and dried over magnesium sulfate... Procedure details: A solution of 650 mg of 17α-acetoxy-9α-fluoro-11β,21-dihydroxy-6α,16α-dimethyl-4-pregnene-3,20-dione in 6.5 ml of pyridine and 3.2 ml of acetic anhydride is stirred for 2 hours at room temperature and poured on an ice water-sodium chloride solution. The mixture is filtered off and worked up as usual. After crystallization from hexane/ethyl acetate, 430 mg of 17α,21-diacetoxy-9α-monofluoro-11β-hydroxy-6α,16α-dimethyl-4-pregnene-3,20-dione is isolated, mp 194°-195° C. Run in N1=CC=CC=C1 (pyridine). Yields the product C(C)(=O)O[C@]1(C(COC(C)=O)=O)[C@@H](C[C@H]2[C@@H]3C[C@@H](C4=CC(CC[C@]4(C)[C@]3([C@H](C[C@]12C)O)F)=O)C)C (17α,21-diacetoxy-9α-monofluoro-11β-hydroxy-6α,16α-dimethyl-4-pregnene-3,20-dione). Reaction SMILES: [C:1]([O:4][C@:5]1([C@:26]2([CH3:27])[C@H:12]([C@H:13]3[C@:23]([F:29])([C@@H:24]([OH:28])[CH2:25]2)[C@:21]2([CH3:22])[C:16](=[CH:17][C:18](=[O:30])[CH2:19][CH2:20]2)[C@@H:15]([CH3:31])[CH2:14]3)[CH2:11][C@H:10]1[CH3:32])[C:6](=[O:9])[CH2:7][OH:8])(=[O:3])[CH3:2].[C:33](OC(=O)C)(=[O:35])[CH3:34]>N1C=CC=CC=1>[C:1]([O:4][C@:5]1([C@:26]2([CH3:27])[C@H:12]([C@H:13]3[C@:23]([F:29])([C@@H:24]([OH:28])[CH2:25]2)[C@:21]2([CH3:22])[C:16](=[CH:17][C:18](=[O:30])[CH2:19][CH2:20]2)[C@@H:15]([CH3:31])[CH2:14]3)[CH2:11][C@H:10]1[CH3:32])[C:6](=[O:9])[CH2:7][O:8][C:33](=[O:35])[CH3:34])(=[O:3])[CH3:2]. Reactants: C(C)(=O)O[C@]1(C(CO)=O)[C@@H](C[C@H]2[C@@H]3C[C@@H](C4=CC(CC[C@]4(C)[C@]3([C@H](C[C@]12C)O)F)=O)C)C (17α-acetoxy-9α-fluoro-11β,21-dihydroxy-6α,16α-dimethyl-4-pregnene-3,20-dione), C(C)(=O)OC(C)=O (acetic anhydride), ice water sodium chloride. Conditions: temperature 90 celsius, time 2 hour. Procedure details: To a mixture of 6-(2-chlorophenyl)-3-methyl-4,5,6,7-tetrahydrobenzofuran-4-one (0.35 g) and aminoguanidine hydrochloride (148 mg) were added ethanol (27 ml) and 6N hydrochloric acid (0.12 ml), and the mixture was stirred at 90° C. for 2 hours and cooled. The reaction solution was concentrated under reduced pressure, and the residue was washed with ethanol, ethyl acetate and isopropylether, and dried to give (E)-6-(2-chlorophenyl)-4-guanidinoimino-3-methyl-4,5,6,7-tetrahydrobenzofuran hydrochlori... Solvent: C(C)O (ethanol). Isolated yield 160.3%. Starting materials: Cl (hydrochloric acid), ClC1=C(C=CC=C1)C1CC2=C(C(=CO2)C)C(C1)=O (6-(2-chlorophenyl)-3-methyl-4,5,6,7-tetrahydrobenzofuran-4-one), C(=N)(N)NN.Cl (aminoguanidine hydrochloride). Product: Cl.ClC1=C(C=CC=C1)C1CC2=C(C(=CO2)C)/C(/C1)=N/NC(=N)N ((E)-6-(2-chlorophenyl)-4-guanidinoimino-3-methyl-4,5,6,7-tetrahydrobenzofuran hydrochloride). RXN SMILES: [Cl:1][C:2]1[CH:7]=[CH:6][CH:5]=[CH:4][C:3]=1[CH:8]1[CH2:17][C:16](=O)[C:11]2[C:12]([CH3:15])=[CH:13][O:14][C:10]=2[CH2:9]1.[C:19]([NH:22][NH2:23])([NH2:21])=[NH:20].Cl.Cl>C(O)C>[ClH:1].[Cl:1][C:2]1[CH:7]=[CH:6][CH:5]=[CH:4][C:3]=1[CH:8]1[CH2:17]/[C:16](=[N:23]\[NH:22][C:19]([NH2:21])=[NH:20])/[C:11]2[C:12]([CH3:15])=[CH:13][O:14][C:10]=2[CH2:9]1 |f:1.2,5.6|. Starting materials: COC1=C(C=C(C=C1)OC1=C(C=CC=C1)Cl)C(C(=O)O)C (2-[2-methoxy-5-(2-chlorophenoxy)phenyl]propionic acid). Run in C(C)(=O)OC(C)=O (acetic anhydride), I (hydriodic acid). The product is CC1C(OC2=C1C=C(C=C2)OC2=C(C=CC=C2)Cl)=O (3-methyl-5-(2-chlorophenoxy)2,3-dihydrobenzofuran-2-one). Yield: 73.3%. As a reaction SMILES: CO[C:3]1[CH:8]=[CH:7][C:6]([O:9][C:10]2[CH:15]=[CH:14][CH:13]=[CH:12][C:11]=2[Cl:16])=[CH:5][C:4]=1[CH:17]([CH3:21])[C:18]([OH:20])=[O:19]>C(OC(=O)C)(=O)C.I>[CH3:21][CH:17]1[C:4]2[CH:5]=[C:6]([O:9][C:10]3[CH:15]=[CH:14][CH:13]=[CH:12][C:11]=3[Cl:16])[CH:7]=[CH:8][C:3]=2[O:19][C:18]1=[O:20]. Reported procedure: A solution of 2-[2-methoxy-5-(2-chlorophenoxy)phenyl]propionic acid (3.2 g) in acetic anhydride (10 ml) and hydriodic acid (55-58%, 20 ml) were treated in a similar manner to that of Example 14-(8) to give oily 3-methyl-5-(2-chlorophenoxy)2,3-dihydrobenzofuran-2-one (2.1 g). The product is O=C(NCc1ccc2c(c1)OCO2)C1CCCN1. Reactants: CC(C)(C)OC(=O)N1CCCC1C(=O)NCc1ccc2c(c1)OCO2, ClCCl, O=C(O)C(F)(F)F. Reaction SMILES: [C:1]([O:2][C:3](=[O:4])[N:8]1[CH:9]([C:13]([NH:14][CH2:15][c:16]2[cH:17][c:18]3[c:19]([cH:23][cH:24]2)[O:20][CH2:21][O:22]3)=[O:25])[CH2:10][CH2:11][CH2:12]1)([CH3:5])([CH3:6])[CH3:7].[Cl:26][CH2:27][Cl:28].[F:29][C:30]([F:31])([F:32])[C:33]([OH:34])=[O:35]>>[NH:8]1[CH:9]([C:13]([NH:14][CH2:15][c:16]2[cH:17][c:18]3[c:19]([cH:23][cH:24]2)[O:20][CH2:21][O:22]3)=[O:25])[CH2:10][CH2:11][CH2:12]1. Reactants: O (water), O.NN (hydrazine hydrate), CN(C=C(C(=O)C1=CC=C(C=C1)SC)C1=CC=C(C=C1)F)C (3-(dimethylamino)-2-(4-fluorophenyl)-1-[4-(methylthio)phenyl]prop-2-en-1-one). The solvent is CO (methanol). Product: FC1=CC=C(C=C1)C=1C(=NNC1)C1=CC=C(C=C1)SC (4-(4-fluorophenyl)-3-[4-(methylthio)phenyl]-1H-pyrazole). The yield is 90.1%. Reaction SMILES: C[N:2](C)[CH:3]=[C:4]([C:15]1[CH:20]=[CH:19][C:18]([F:21])=[CH:17][CH:16]=1)[C:5]([C:7]1[CH:12]=[CH:11][C:10]([S:13][CH3:14])=[CH:9][CH:8]=1)=O.O.O.[NH2:25]N>CO>[F:21][C:18]1[CH:19]=[CH:20][C:15]([C:4]2[C:5]([C:7]3[CH:12]=[CH:11][C:10]([S:13][CH3:14])=[CH:9][CH:8]=3)=[N:25][NH:2][CH:3]=2)=[CH:16][CH:17]=1 |f:2.3|. Procedure details: The crude ketone from step 1 (23.9 g) was stirred in 500 mL methanol and 100 mL water with 8 mL hydrazine hydrate at reflux under nitrogen for 24 hour. The mixture was cooled, concentrated, diluted with ethyl acetate, washed successively with 1N HCl and brine, dried over MgSO4 and concentrated in vacuo. Recrystallization from ethyl acetate-hexane gave 4-(4-fluorophenyl)-3-[4-(methylthio)phenyl]-1H-pyrazole as a pale yellow solid (16.9 g, 90.1%). Elemental analysis Calc'd for C16H13N2FS: C, 67.58...